This data is from the Open Reaction Database (ORD), a public repository of structured organic reaction records. The task is: describe an organic reaction: reactants, conditions, products, and yield Reactants: C(#N)C[C@@H]1C[C@@H](OC2(O1)CCCCC2)CC(=O)O ((±)-cis-4-(cyanomethyl)-1,5-dioxaspiro[5.5]undecane-2-acetic acid), N (ammonia), [H][H] (hydrogen), O (water). The solvent is CO (methanol). Reaction conditions: temperature 40 celsius. The product is NCC[C@@H]1C[C@@H](OC2(O1)CCCCC2)CC(=O)O ((±)-cis-4-(2-aminoethyl)-1,5-dioxaspiro[5.5]undecane-2-acetic acid). RXN SMILES: [C:1]([CH2:3][C@H:4]1[O:9][C:8]2([CH2:14][CH2:13][CH2:12][CH2:11][CH2:10]2)[O:7][C@@H:6]([CH2:15][C:16]([OH:18])=[O:17])[CH2:5]1)#[N:2].N.O.[H][H]>CO>[NH2:2][CH2:1][CH2:3][C@H:4]1[O:9][C:8]2([CH2:14][CH2:13][CH2:12][CH2:11][CH2:10]2)[O:7][C@@H:6]([CH2:15][C:16]([OH:18])=[O:17])[CH2:5]1. Procedure details: A solution of 0.13 g of (±)-cis-4-(cyanomethyl)-1,5-dioxaspiro[5.5]undecane-2-acetic acid in 20 mL of methanol saturated with anhydrous ammonia is added to a Parr shaker bottle containing 0.2 g of water wet Raney nickel #30. The solution is heated at 40° C. and 50 pounds per square inch gage (psig) hydrogen pressure for 17 hours. The suspension is cooled and filtered to remove the Raney nickel through filter aid and the precipitate is washed with methanol. The filtrate is concentrated at reduced... The reactants are C1CCOC1, CCN=C=NCCCN(C)C, CCN(C(C)C)C(C)C, Cl, O=C(O)c1ccc2cncn2c1Nc1ccc(I)cc1F, CC(O)CON, On1nnc2ccccc21. The product is CC(O)CONC(=O)c1ccc2cncn2c1Nc1ccc(I)cc1F. Reaction SMILES: [CH2:59]1[O:60][CH2:61][CH2:62][CH2:63]1.[CH3:48][CH2:49][N:50]=[C:51]=[N:52][CH2:53][CH2:54][CH2:55][N:56]([CH3:57])[CH3:58].[CH:29]([N:30]([CH2:31][CH3:32])[CH:33]([CH3:34])[CH3:35])([CH3:36])[CH3:37].[ClH:22].[F:1][c:2]1[c:3]([NH:9][c:10]2[c:11]([C:19](=[O:20])[OH:21])[cH:12][cH:13][c:14]3[n:15]2[cH:16][n:17][cH:18]3)[cH:4][cH:5][c:6]([I:8])[cH:7]1.[NH2:23][O:24][CH2:25][CH:26]([CH3:27])[OH:28].[OH:38][n:39]1[c:40]2[c:41]([cH:42][cH:43][cH:44][cH:45]2)[n:46][n:47]1>>[F:1][c:2]1[c:3]([NH:9][c:10]2[c:11]([C:19](=[O:21])[NH:23][O:24][CH2:25][CH:26]([CH3:27])[OH:28])[cH:12][cH:13][c:14]3[n:15]2[cH:16][n:17][cH:18]3)[cH:4][cH:5][c:6]([I:8])[cH:7]1. The product is BrC1=CC(=C(N)C=C1)F (4-bromo-2-fluoroaniline). Solvent: C(Cl)Cl (methylene chloride), C(Cl)Cl (methylene chloride). Reaction SMILES: [F:1][C:2]1[CH:8]=[CH:7][CH:6]=[CH:5][C:3]=1[NH2:4].[Br:9]C1C(=O)C(Br)=CC(Br)(Br)C=1.[OH-].[Na+]>C(Cl)Cl>[Br:9][C:7]1[CH:6]=[CH:5][C:3]([NH2:4])=[C:2]([F:1])[CH:8]=1 |f:2.3|. The reactants are BrC=1C(C(=CC(C1)(Br)Br)Br)=O (2,4,4,6-tetrabromocyclohexadienone), FC1=C(N)C=CC=C1 (o-fluoroaniline), [OH-].[Na+] (NaOH). Procedure details: To a solution of o-fluoroaniline (3.9 g) in methylene chloride (50 ml), cooled to -20° under nitrogen, is added a solution of 2,4,4,6-tetrabromocyclohexadienone (35 mmol) in methylene chloride. After several hours, reaction is poured into 15% NaOH solution. The layers are separated and the organic fraction shaken against 15% NaOH solution. The methylene chloride fraction is washed with saturated NaCl solution, dried over calcium sulfate and evaporated to yield 4-bromo-2-fluoroaniline. Reaction SMILES: [CH2:21]1[CH2:22][CH2:23][NH:24][CH2:25][CH2:26]1.[N:1]1([CH2:6][c:7]2[cH:8][cH:9][c:10]([N:13]3[CH2:14][CH2:15][CH:16]([CH:19]=[O:20])[CH2:17][CH2:18]3)[cH:11][cH:12]2)[CH2:2][CH2:3][CH2:4][CH2:5]1>>[N:1]1([CH2:6][c:7]2[cH:8][cH:9][c:10]([N:13]3[CH2:14][CH2:15][CH:16]([CH2:19][N:24]4[CH2:23][CH2:22][CH2:21][CH2:26][CH2:25]4)[CH2:17][CH2:18]3)[cH:11][cH:12]2)[CH2:2][CH2:3][CH2:4][CH2:5]1. Product: c1cc(N2CCC(CN3CCCCC3)CC2)ccc1CN1CCCC1. Starting materials: C1CCNCC1, O=CC1CCN(c2ccc(CN3CCCC3)cc2)CC1.